This data is from the Open Reaction Database (ORD), a public repository of structured organic reaction records. The task is: describe an organic reaction: reactants, conditions, products, and yield Starting materials: C(C)(CC)[Li] (sec-butyl lithium), CN1C=NC=C1 (1-Methylimidazole), C(CCC)[Li] (n-butyl lithium), Cl[Si](CC)(CC)CC (chlorotriethylsilane), FC1=C(C#N)C=CC(=C1)C=O (2-fluoro-4-formylbenzonitrile). Solvent: C1CCOC1 (THF), C1CCOC1 (THF). Conditions: temperature -78 celsius, time 2 hour. Product: FC1=C(C#N)C=CC(=C1)C(C=1N(C=NC1)C)O (2-Fluoro-4-[hydroxy-(3-methyl-3H-imidazol-4-yl)-methyl]-benzonitrile). RXN SMILES: [CH3:1][N:2]1[CH:6]=[CH:5][N:4]=[CH:3]1.C([Li])CCC.Cl[Si](CC)(CC)CC.C([Li])(CC)C.[F:25][C:26]1[CH:33]=[C:32]([CH:34]=[O:35])[CH:31]=[CH:30][C:27]=1[C:28]#[N:29]>C1COCC1>[F:25][C:26]1[CH:33]=[C:32]([CH:34]([OH:35])[C:6]2[N:2]([CH3:1])[CH:3]=[N:4][CH:5]=2)[CH:31]=[CH:30][C:27]=1[C:28]#[N:29]. Reported procedure: 1-Methylimidazole (15.88 mL, 0.199 mol), dissolved in anhydrous THF (500 mL) in flame-dried glassware under Ar, was cooled to −78° C. and treated with n-butyl lithium (1.6M in hexane)(124 mL, 0.199 mol) via syringe. After stirring for 1 hr chlorotriethylsilane (33.4 mL, 0.199 mol) was added and the reaction mixture was left to warm to ambient temperature overnight. The THF was removed in vacuo with gentle warming, and the residue was redissolved in dry THF (500 mL), cooled to −78° C., and treate... Starting materials: C(C)(C)(C)OC(=O)NC1CCN(CC1)C=1C=C(C(=O)OC)C=C(N1)Cl (methyl 2-{4-[(tert-butoxycarbonyl)amino]piperidin-1-yl}-6-chloroisonicotinate), C(C)(C)(C)OC(=O)NC1CCN(CC1)C=1C=C(C(=O)OC)C=C(N1)Cl (methyl 2-{4-[(tert-butoxycarbonyl)amino]piperidin-1-yl}-6-chloroisonicotinate). Run in Cl.O1CCOCC1 (HCl dioxane). Reaction conditions: time 2 hour. Product: Cl.NC1CCN(CC1)C=1C=C(C(=O)OC)C=C(N1)Cl (Methyl 2-(4-aminopiperidin-1-yl)-6-chloroisonicotinate hydrochloride salt). The yield is 200.0%. As a reaction SMILES: C(OC([NH:8][CH:9]1[CH2:14][CH2:13][N:12]([C:15]2[CH:16]=[C:17]([CH:22]=[C:23]([Cl:25])[N:24]=2)[C:18]([O:20][CH3:21])=[O:19])[CH2:11][CH2:10]1)=O)(C)(C)C>Cl.O1CCOCC1>[ClH:25].[NH2:8][CH:9]1[CH2:10][CH2:11][N:12]([C:15]2[CH:16]=[C:17]([CH:22]=[C:23]([Cl:25])[N:24]=2)[C:18]([O:20][CH3:21])=[O:19])[CH2:13][CH2:14]1 |f:1.2,3.4|. Procedure details: Methyl 2-{4-[(tert-butoxycarbonyl)amino]piperidin-1-yl}-6-chloroisonicotinate (Intermediate 23, 1.81 g, 4.9 mmol) was dissolved in 4 N HCl/dioxane (200 ml). The mixture was stirred at room temperature for 2 h. The solvent was removed under vacuum to give the title compound (1.5 g).